From a dataset of the Open Reaction Database (ORD), a public repository of structured organic reaction records. describe an organic reaction: reactants, conditions, products, and yield Yields the product CCCCN(C(=O)Nc1ccc(C(=O)O)cc1)c1ccc2c(c1)C(C)(C)CCC2(C)C. Reaction SMILES: [CH2:1]([CH2:2][CH2:3][CH3:4])[N:5]([C:6]([NH:7][c:8]1[cH:9][cH:10][c:11]([C:12](=[O:13])[O:14][CH2:15][CH3:16])[cH:17][cH:18]1)=[O:19])[c:20]1[cH:21][c:22]2[c:27]([cH:28][cH:29]1)[C:26]([CH3:30])([CH3:31])[CH2:25][CH2:24][C:23]2([CH3:32])[CH3:33].[CH2:38]1[O:39][CH2:40][CH2:41][CH2:42]1.[CH3:36][OH:37].[Li+:34].[OH-:35].[OH2:43]>>[CH2:1]([CH2:2][CH2:3][CH3:4])[N:5]([C:6]([NH:7][c:8]1[cH:9][cH:10][c:11]([C:12](=[O:13])[OH:14])[cH:17][cH:18]1)=[O:19])[c:20]1[cH:21][c:22]2[c:27]([cH:28][cH:29]1)[C:26]([CH3:30])([CH3:31])[CH2:25][CH2:24][C:23]2([CH3:32])[CH3:33]. The reactants are CCCCN(C(=O)Nc1ccc(C(=O)OCC)cc1)c1ccc2c(c1)C(C)(C)CCC2(C)C, C1CCOC1, CO, [Li+], [OH-], O. Reactants: OCCCCCOC(CCCC(C1C[C@H]2[C@H](C[C@H]([C@@H]2\C=C\[C@H](CCCCC)O)O)O1)Br)=O ((13E)-(5RS,6RS,9α,11α,15S)-5-bromo-6,9-epoxy-11,15-dihydroxyprost-13-enoic acid 5-hydroxypentyl ester), C1CCC2=NCCCN2CC1 (DBU), Cl (hydrochloric acid), P(=O)([O-])([O-])[O-] (phosphate). Yields the product OCCCCCOC(CCC\C=C/1\C[C@H]2[C@H](C[C@H]([C@@H]2\C=C\[C@H](CCCCC)O)O)O1)=O ((5Z,13E)-(9α,11α,15S)-6,9-Epoxy-11,15-dihydroxyprosta-5,13-dienoic acid 5-hydroxypentyl ester). Yield: 64.9%. RXN SMILES: [OH:1][CH2:2][CH2:3][CH2:4][CH2:5][CH2:6][O:7][C:8](=[O:32])[CH2:9][CH2:10][CH2:11][CH:12](Br)[CH:13]1[O:30][C@H:16]2[CH2:17][C@@H:18]([OH:29])[C@H:19](/[CH:20]=[CH:21]/[C@@H:22]([OH:28])[CH2:23][CH2:24][CH2:25][CH2:26][CH3:27])[C@H:15]2[CH2:14]1.C1CCN2C(=NCCC2)CC1.Cl.P([O-])([O-])([O-])=O>>[OH:1][CH2:2][CH2:3][CH2:4][CH2:5][CH2:6][O:7][C:8](=[O:32])[CH2:9][CH2:10][CH2:11]/[CH:12]=[C:13]1/[CH2:14][C@@H:15]2[C@@H:19](/[CH:20]=[CH:21]/[C@@H:22]([OH:28])[CH2:23][CH2:24][CH2:25][CH2:26][CH3:27])[C@H:18]([OH:29])[CH2:17][C@@H:16]2[O:30]/1. Reported procedure: 197 mg of (13E)-(5RS,6RS,9α,11α,15S)-5-bromo-6,9-epoxy-11,15-dihydroxyprost-13-enoic acid 5-hydroxypentyl ester (prepared as described in Example 3) and 0.66 ml of DBU were stirred for 3 hours at 50°-60° C. under a nitrogen atmosphere. The solution obtained was cooled to 0°-5° C., 3.3 ml of 1 N hydrochloric acid and 3.3 ml of a phosphate buffer with a pH of 6.86, cooled to 0°-5° C., were added and the mixture was extracted with diethyl ether. The extract was dried over magnesium sulphate and con...